This data is from the Open Reaction Database (ORD), a public repository of structured organic reaction records. The task is: describe an organic reaction: reactants, conditions, products, and yield Starting materials: C(C1=CC=CC=C1)OC(=O)N1[C@@H](C[C@H](C1)OC(C)(C)C)C=1OC=CN1 ((2S,4R)-4-tert-butoxy-2-oxazol-2-yl-pyrrolidine-1-carboxylic acid benzyl ester), COC(=O)[C@H]1N(C[C@H](C1)N)CC1CCCCC1 ((2S,4S)-4-amino-1-cyclohexylmethyl-pyrrolidine-2-carboxylic acid methyl ester). Yields the product C(C1=CC=CC=C1)OC(=O)N1[C@@H](C[C@@H](C1)N)C=1OC=CN1 ((2S,4S)-4-Amino-2-oxazol-2-yl-pyrrolidine-1-carboxylic acid benzyl ester). RXN SMILES: [CH2:1]([O:8][C:9]([N:11]1[CH2:15][C@H:14](OC(C)(C)C)[CH2:13][C@H:12]1[C:21]1[O:22][CH:23]=[CH:24][N:25]=1)=[O:10])[C:2]1[CH:7]=[CH:6][CH:5]=[CH:4][CH:3]=1.COC([C@@H]1C[C@H](N)C[N:31]1CC1CCCCC1)=O>>[CH2:1]([O:8][C:9]([N:11]1[CH2:15][C@@H:14]([NH2:31])[CH2:13][C@H:12]1[C:21]1[O:22][CH:23]=[CH:24][N:25]=1)=[O:10])[C:2]1[CH:7]=[CH:6][CH:5]=[CH:4][CH:3]=1. Procedure details: (2S,4S)-4-Amino-2-oxazol-2-yl-pyrrolidine-1-carboxylic acid benzyl ester was prepared from (2S,4R)-4-tert-butoxy-2-oxazol-2-yl-pyrrolidine-1-carboxylic acid benzyl ester in a similar reaction sequence used in the preparation of (2S,4S)-4-amino-1-cyclohexylmethyl-pyrrolidine-2-carboxylic acid methyl ester. MS calcd. for C15H18N3O3 [(M+H)+] 288, obsd. 288. Reactants: C, Fc1ccc(OCc2ccccc2)c(F)c1-c1nc(N2CCOCC2)nc2c1CCN2c1ccncc1, CO, [Pd]. The product is Oc1ccc(F)c(-c2nc(N3CCOCC3)nc3c2CCN3c2ccncc2)c1F. As a reaction SMILES: [C:40].[CH2:1]([c:2]1[cH:3][cH:4][cH:5][cH:6][cH:7]1)[O:8][c:9]1[c:10]([F:37])[c:11](-[c:16]2[c:17]3[c:18]([n:19][c:20]([N:22]4[CH2:23][CH2:24][O:25][CH2:26][CH2:27]4)[n:21]2)[N:28]([c:31]2[cH:32][cH:33][n:34][cH:35][cH:36]2)[CH2:29][CH2:30]3)[c:12]([F:15])[cH:13][cH:14]1.[CH3:38][OH:39].[Pd:41]>>[OH:8][c:9]1[c:10]([F:37])[c:11](-[c:16]2[c:17]3[c:18]([n:19][c:20]([N:22]4[CH2:23][CH2:24][O:25][CH2:26][CH2:27]4)[n:21]2)[N:28]([c:31]2[cH:32][cH:33][n:34][cH:35][cH:36]2)[CH2:29][CH2:30]3)[c:12]([F:15])[cH:13][cH:14]1.